Dataset: the Open Reaction Database (ORD), a public repository of structured organic reaction records. Task: describe an organic reaction: reactants, conditions, products, and yield Starting materials: CN(C)C=O, CCOC(=O)c1cc2c(Cl)ccc(O)c2n1C, O=[N+]([O-])c1ccc(F)cc1, [H-], [Na+], O. Product: CCOC(=O)c1cc2c(Cl)ccc(Oc3ccc([N+](=O)[O-])cc3)c2n1C. As a reaction SMILES: [CH3:30][N:31]([CH3:32])[CH:33]=[O:34].[Cl:1][c:2]1[c:3]2[cH:4][c:5]([C:13](=[O:14])[O:15][CH2:16][CH3:17])[n:6]([CH3:12])[c:7]2[c:8]([OH:11])[cH:9][cH:10]1.[F:18][c:19]1[cH:20][cH:21][c:22]([N+:25](=[O:26])[O-:27])[cH:23][cH:24]1.[H-:28].[Na+:29].[OH2:35]>>[Cl:1][c:2]1[c:3]2[cH:4][c:5]([C:13](=[O:14])[O:15][CH2:16][CH3:17])[n:6]([CH3:12])[c:7]2[c:8]([O:11][c:19]2[cH:20][cH:21][c:22]([N+:25](=[O:26])[O-:27])[cH:23][cH:24]2)[cH:9][cH:10]1.